From a dataset of the Open Reaction Database (ORD), a public repository of structured organic reaction records. describe an organic reaction: reactants, conditions, products, and yield Reactants: [Si](C)(C)(C(C)(C)C)O[C@H](C)[C@H]1C(N([C@@H]1CC(=O)S[C@@H]1CN(CC1)C(=O)OCC1=CC=C(C=C1)[N+](=O)[O-])C(=P(OCC)(OCC)OCC)C(=O)OCC1=CC=C(C=C1)[N+](=O)[O-])=O ((3S,4R)-3-[(R)-1-t-butyldimethylsilyloxyethyl]-1-[1-(p-nitrobenzyloxycarbonyl)-1-triethoxyphosphoranylidenemethyl]-4-([(S)-1-(p-nitrobenzyloxy-carbonyl)pyrrolidin-3-ylthio]carbonylmethyl)-2-azetidinone), [Si](C)(C)(C(C)(C)C)O[C@H](C)[C@H]1C(N([C@@H]1CC(=O)S[C@@H]1CN(CC1)C(=O)OCC1=CC=C(C=C1)[N+](=O)[O-])CCOCC1=CC=C(C=C1)[N+](=O)[O-])=O ((3S, 4R)-3-[(R)-1-t-butyldimethylsilyloxyethyl]-1-(p-nitrobenzyloxyethyl)-4-([(S)-1-(p-nitrobenzyloxycarbonyl)pyrrolidin-3-ylthio]carbonylmethyl)-2-azetidinone), P(OCC)(OCC)OCC (triethyl phosphite), C1(O)=CC=C(O)C=C1 (hydroquinone), carbapenem. Procedure details: A solution of 190 mg (0.25 mmole) of (3S, 4R)-3-[(R)-1-t-butyldimethylsilyloxyethyl]-1-(p-nitrobenzyloxyethyl)-4-([(S)-1-(p-nitrobenzyloxycarbonyl)pyrrolidin-3-ylthio]carbonylmethyl)-2-azetidinone, 250 mg (1.5 mmole) of triethyl phosphite and 10 mg (0.90 mmole) of hydroquinone in 20 ml of toluene was heated at 95° C. for 15 hours. On thin layer chromatography, disappearance of the starting materials and appearance of 1-(N-methylformimidoyl)pyrrolidin-3-yl, (3S,4R)-3-[(R)-1-t-butyldimethylsilylox... As a reaction SMILES: [Si](O[C@@H]([C@@H]1[C@@H](CC(S[C@H]2CCN(C(OCC3C=CC([N+]([O-])=O)=CC=3)=O)C2)=O)N(CCOCC2C=CC([N+]([O-])=O)=CC=2)C1=O)C)(C(C)(C)C)(C)C.P(OCC)(OCC)OCC.C1(C=CC(O)=CC=1)O.[Si:69]([O:76][C@@H:77]([C@@H:79]1[C@@H:82]([CH2:83][C:84]([S:86][C@H:87]2[CH2:91][CH2:90][N:89]([C:92]([O:94][CH2:95][C:96]3[CH:101]=[CH:100][C:99]([N+:102]([O-:104])=[O:103])=[CH:98][CH:97]=3)=[O:93])[CH2:88]2)=O)[N:81]([C:105]([C:116]([O:118][CH2:119][C:120]2[CH:125]=[CH:124][C:123]([N+:126]([O-:128])=[O:127])=[CH:122][CH:121]=2)=[O:117])=P(OCC)(OCC)OCC)[C:80]1=[O:129])[CH3:78])([C:72]([CH3:75])([CH3:74])[CH3:73])([CH3:71])[CH3:70]>C1(C)C=CC=CC=1>[Si:69]([O:76][C@@H:77]([C@H:79]1[C:80](=[O:129])[N:81]2[C:105]([C:116]([O:118][CH2:119][C:120]3[CH:121]=[CH:122][C:123]([N+:126]([O-:128])=[O:127])=[CH:124][CH:125]=3)=[O:117])=[C:84]([S:86][C@H:87]3[CH2:91][CH2:90][N:89]([C:92]([O:94][CH2:95][C:96]4[CH:101]=[CH:100][C:99]([N+:102]([O-:104])=[O:103])=[CH:98][CH:97]=4)=[O:93])[CH2:88]3)[CH2:83][C@H:82]12)[CH3:78])([C:72]([CH3:74])([CH3:75])[CH3:73])([CH3:71])[CH3:70]. Reaction conditions: temperature 95 celsius, time 57 hour. Solvent: C1(=CC=CC=C1)C (toluene). Isolated yield 83.0%. Product: [Si](C)(C)(C(C)(C)C)O[C@H](C)[C@@H]1[C@@H]2N(C(=C(C2)S[C@@H]2CN(CC2)C(=O)OCC2=CC=C(C=C2)[N+](=O)[O-])C(=O)OCC2=CC=C(C=C2)[N+](=O)[O-])C1=O (p-Nitrobenzyl (5R, 6S)-6-[(R)-1-t-butyldimethylsilyloxyethyl]-2-[(S)-1-(p-nitrobenzyloxycarbonyl)-pyrrolidin-3-ylthio]carbapen-2-em-3-carboxylate). The reactants are NC1=NC=NC2=CC(=CC=C12)C=1C(CC(NN1)=O)C (6-(4-aminoquinazolin-7-yl)-4,5-dihydro-5-methyl-3(2H)-pyridazinone), Cl (hydrochloric acid). Reaction SMILES: [NH2:1][C:2]1[C:11]2[C:6](=[CH:7][C:8]([C:12]3[CH:13]([CH3:19])[CH2:14][C:15](=[O:18])[NH:16][N:17]=3)=[CH:9][CH:10]=2)[N:5]=[CH:4][N:3]=1.[ClH:20]>>[OH2:18].[ClH:20].[NH2:1][C:2]1[C:11]2[C:6](=[CH:7][C:8]([C:12]3[CH:13]([CH3:19])[CH2:14][C:15](=[O:18])[NH:16][N:17]=3)=[CH:9][CH:10]=2)[N:5]=[CH:4][N:3]=1 |f:2.3.4|. The yield is 54.0%. Product: O.Cl.NC1=NC=NC2=CC(=CC=C12)C=1C(CC(NN1)=O)C (6-(4-aminoquinazolin-7-yl)-4,5-dihydro-5-methyl3(2H)-pyridazinone monohydrochloride monohydrate). Reported procedure: Compound 11 (0.34 g) obtained in Example 11 was dissolved with heating in 10 ml of 1N hydrochloric acid. The solution was cooled, and the crystals precipitated were collected by filtration and dried to give 0.21 g (54%) of 6-(4-aminoquinazolin-7-yl)-4,5-dihydro-5-methyl3(2H)-pyridazinone monohydrochloride monohydrate (Compound 11'). Starting materials: CCCCCCCCCCCCCCCCNc1ccc(C(=O)[O-])cc1, CN(C)P(=O)(N(C)C)N(C)C, CCOC(C)Cl, [Na+], O. Yields the product CCCCCCCCCCCCCCCCNc1ccc(C(=O)OC(C)OCC)cc1. As a reaction SMILES: [CH2:7]([CH2:8][CH2:9][CH2:10][CH2:11][CH2:12][CH2:13][CH2:14][CH2:15][CH2:16][CH2:17][CH2:18][CH2:19][CH2:20][CH2:21][CH3:22])[NH:23][c:24]1[cH:25][cH:26][c:27]([C:28](=[O:29])[O-:30])[cH:31][cH:32]1.[CH3:34][N:35]([P:36]([N:37]([CH3:38])[CH3:39])([N:40]([CH3:41])[CH3:42])=[O:43])[CH3:44].[Cl:1][CH:2]([CH3:3])[O:4][CH2:5][CH3:6].[Na+:33].[OH2:45]>>[CH:2]([CH3:3])([O:4][CH2:5][CH3:6])[O:30][C:28]([c:27]1[cH:26][cH:25][c:24]([NH:23][CH2:7][CH2:8][CH2:9][CH2:10][CH2:11][CH2:12][CH2:13][CH2:14][CH2:15][CH2:16][CH2:17][CH2:18][CH2:19][CH2:20][CH2:21][CH3:22])[cH:32][cH:31]1)=[O:29]. Reactants: O (water), C(=O)C1=CN(C=C1)C1=CC=C(C=C1)C1C(CC(N=N1)=O)C (6-[p-(3-formylpyrrol-1-yl)-phenyl]-5, 6-dihydro-5-methylpyridazin-3-one), C(Cl)Cl.CO (CH2Cl2 CH3OH), [BH4-].[Na+] (sodium borohydride). Solvent: C(C)O (ethanol), CN(C=O)C (dimethylformamide). Product: OCC1=CN(C=C1)C1=CC=C(C=C1)C=1C(CC(NN1)=O)C (6-[p-(3-hydroxymethyl-pyrrol-1-yl)-phenyl]-4, 5-dihydro-5-methylpyridazinone). Isolated yield 58.8%. RXN SMILES: [CH:1]([C:3]1[CH:7]=[CH:6][N:5]([C:8]2[CH:13]=[CH:12][C:11]([CH:14]3[N:19]=[N:18][C:17](=[O:20])[CH2:16][CH:15]3[CH3:21])=[CH:10][CH:9]=2)[CH:4]=1)=[O:2].[BH4-].[Na+].C(Cl)Cl.CO.O>C(O)C.CN(C)C=O>[OH:2][CH2:1][C:3]1[CH:7]=[CH:6][N:5]([C:8]2[CH:9]=[CH:10][C:11]([C:14]3[CH:15]([CH3:21])[CH2:16][C:17](=[O:20])[NH:18][N:19]=3)=[CH:12][CH:13]=2)[CH:4]=1 |f:1.2,3.4|. Reported procedure: 4.2 g (15 millimoles) of 6-[p-(3-formylpyrrol-1-yl)-phenyl]-5, 6-dihydro-5-methylpyridazin-3-one (Example 1A) were dissolved in 50 ml of ethanol and 20 ml of dimethylformamide (DMF), and 1.15 g (30 millimoles) of sodium borohydride were added. The mixture was stirred for 6 hours at 60° C. (conversion monitored by thin layer chromatography using SiO2 and 9:1 CH2Cl2 /CH3OH), after which 50 ml of water were added, the mixture was extracted with ethyl acetate, the ethyl acetate phase was dried and t... The reactants are C1CCOC1, CO, OCC1CO1, COc1ccc2ncc(F)c(CNCCCC3CN(c4ccc5c(c4)NC(=O)CO5)C(=O)O3)c2n1. The product is COc1ccc2ncc(F)c(CN(CCCC3CN(c4ccc5c(c4)NC(=O)CO5)C(=O)O3)CC(O)CO)c2n1. RXN SMILES: [CH2:41]1[O:42][CH2:43][CH2:44][CH2:45]1.[CH3:46][OH:47].[CH:36]1([CH2:37][OH:38])[CH2:39][O:40]1.[F:1][c:2]1[cH:3][n:4][c:5]2[cH:6][cH:7][c:8]([O:34][CH3:35])[n:9][c:10]2[c:11]1[CH2:12][NH:13][CH2:14][CH2:15][CH2:16][CH:17]1[CH2:18][N:19]([c:23]2[cH:24][cH:25][c:26]3[c:27]([cH:33]2)[NH:28][C:29](=[O:32])[CH2:30][O:31]3)[C:20](=[O:22])[O:21]1>>[F:1][c:2]1[cH:3][n:4][c:5]2[cH:6][cH:7][c:8]([O:34][CH3:35])[n:9][c:10]2[c:11]1[CH2:12][N:13]([CH2:14][CH2:15][CH2:16][CH:17]1[CH2:18][N:19]([c:23]2[cH:24][cH:25][c:26]3[c:27]([cH:33]2)[NH:28][C:29](=[O:32])[CH2:30][O:31]3)[C:20](=[O:22])[O:21]1)[CH2:39][CH:36]([CH2:37][OH:38])[OH:40]. Starting materials: FC1=C(C=O)C(=CC=C1)F (2,6-difluorobenzaldehyde), CC(=O)C (acetone), [OH-].[Na+] (NaOH). The solvent is O (water). Conditions: time 2 hour. Product: FC1=C(C(=CC=C1)F)/C=C/C(C)=O (trans-4-(2,6-difluorophenyl)-3-buten-2-one). Reaction SMILES: [F:1][C:2]1[CH:9]=[CH:8][CH:7]=[C:6]([F:10])[C:3]=1[CH:4]=O.[OH-].[Na+].[CH3:13][C:14]([CH3:16])=[O:15]>O>[F:1][C:2]1[CH:9]=[CH:8][CH:7]=[C:6]([F:10])[C:3]=1/[CH:4]=[CH:13]/[C:14](=[O:15])[CH3:16] |f:1.2|. Procedure details: To a 100ml reaction bottle equipped with magnetic stir bar was charged 5.0 g (35.2 mmole) of 2,6-difluorobenzaldehyde in 20 ml acetone and to this was added 3.4 g of 50% aqueous NaOH (42 mmole) in 60 ml water (exothermic) and stirred at room temperature. The reaction was monitored by GLC and after 2 hours the reaction was worked up. The reaction mixture was extracted with 50 ml CHCl3, washed with 50 ml H2O, dried over anhydrous MgSO4, filtered, and the solvent removed in vacuuo on a rotary evapo... The reactants are CCCCN, ClC(Cl)Cl, [H-], [Na+], O, Cc1ccc(S(=O)(=O)OCC2CCn3c(nc4ccccc43)S2)cc1. Product: CCCCNCC1CCn2c(nc3ccccc32)S1. As a reaction SMILES: [CH2:26]([CH2:27][CH2:28][CH3:29])[NH2:30].[CH:34]([Cl:35])([Cl:36])[Cl:37].[H-:31].[Na+:32].[OH2:33].[c:1]1([CH3:2])[cH:3][cH:4][c:5]([S:6]([O:7][CH2:11][CH:12]2[CH2:13][CH2:14][n:15]3[c:16]([n:17][c:18]4[c:19]3[cH:20][cH:21][cH:22][cH:23]4)[S:24]2)(=[O:8])=[O:9])[cH:10][cH:25]1>>[CH2:11]([CH:12]1[CH2:13][CH2:14][n:15]2[c:16]([n:17][c:18]3[c:19]2[cH:20][cH:21][cH:22][cH:23]3)[S:24]1)[NH:30][CH2:26][CH2:27][CH2:28][CH3:29]. The reactants are [Al+3], CCOc1ccccc1, O=C(O)C1CC1, [Cl-], [Cl-], [Cl-], [Cl-]. Product: CCOc1ccc(C(=O)C2CC2)cc1. RXN SMILES: [Al+3:9].[CH2:12]([CH3:13])[O:14][c:15]1[cH:16][cH:17][cH:18][cH:19][cH:20]1.[CH:2]1([C:5](=[O:6])[OH:7])[CH2:3][CH2:4]1.[Cl-:10].[Cl-:11].[Cl-:1].[Cl-:8]>>[CH:2]1([C:5](=[O:7])[c:18]2[cH:17][cH:16][c:15]([O:14][CH2:12][CH3:13])[cH:20][cH:19]2)[CH2:3][CH2:4]1. The reactants are ClCCCl, CC(C)(C)C(NC(=O)OCc1ccccc1)C(=O)O, CC(C)(C)OC(=O)N1CC2CC1CN2, ClCCl, O, On1nnc2ccccc21. Yields the product CC(C)(C)OC(=O)N1CC2CC1CN2C(=O)C(NC(=O)OCc1ccccc1)C(C)(C)C. As a reaction SMILES: [CH2:34]([Cl:35])[CH2:36][Cl:37].[CH3:1][C:2]([CH:3]([NH:4][C:5](=[O:6])[O:7][CH2:8][c:9]1[cH:10][cH:11][cH:12][cH:13][cH:14]1)[C:15](=[O:16])[OH:17])([CH3:18])[CH3:19].[CH:20]12[N:21]([C:27](=[O:28])[O:29][C:30]([CH3:31])([CH3:32])[CH3:33])[CH2:22][CH:23]([NH:24][CH2:25]1)[CH2:26]2.[Cl:48][CH2:49][Cl:50].[OH2:51].[OH:38][n:39]1[c:40]2[c:41]([cH:42][cH:43][cH:44][cH:45]2)[n:46][n:47]1>>[CH3:1][C:2]([CH:3]([NH:4][C:5](=[O:6])[O:7][CH2:8][c:9]1[cH:10][cH:11][cH:12][cH:13][cH:14]1)[C:15](=[O:17])[N:24]1[CH:23]2[CH2:22][N:21]([C:27](=[O:28])[O:29][C:30]([CH3:31])([CH3:32])[CH3:33])[CH:20]([CH2:25]1)[CH2:26]2)([CH3:18])[CH3:19].